This data is from the Open Reaction Database (ORD), a public repository of structured organic reaction records. The task is: describe an organic reaction: reactants, conditions, products, and yield The reactants are COCCOc1cc2ncnc(Nc3cc(OC(C)=O)c(Cl)cc3F)c2cc1OC, CO, N, O. The product is COCCOc1cc2ncnc(Nc3cc(O)c(Cl)cc3F)c2cc1OC. Reaction SMILES: [C:2](=[O:3])([CH3:4])[O:5][c:6]1[c:7]([Cl:31])[cH:8][c:9]([F:30])[c:10]([NH:11][c:12]2[n:13][cH:14][n:15][c:16]3[cH:17][c:18]([O:24][CH2:25][CH2:26][O:27][CH3:28])[c:19]([O:22][CH3:23])[cH:20][c:21]23)[cH:29]1.[CH3:32][OH:33].[NH3:1].[OH2:34]>>[OH:5][c:6]1[c:7]([Cl:31])[cH:8][c:9]([F:30])[c:10]([NH:11][c:12]2[n:13][cH:14][n:15][c:16]3[cH:17][c:18]([O:24][CH2:25][CH2:26][O:27][CH3:28])[c:19]([O:22][CH3:23])[cH:20][c:21]23)[cH:29]1. The reactants are [O-]P(=O)([O-])[O-].[K+].[K+].[K+] (potassium phosphate tribasic), ClC1=NC=C(C=C1NC1=C(C(=NC2=CC(=CC(=C12)F)F)C1=NC=CC=C1)C)N1CCOCC1 (N-(2-chloro-5-morpholinopyridin-3-yl)-5,7-difluoro-3-methyl-2-(pyridin-2-yl)-quinolin-4-amine), FC(OC1=CC=C(C=C1)B1OC(C(O1)(C)C)(C)C)F (2-(4-(difluoromethoxy)phenyl)-4,4,5,5-tetramethyl-1,3,2-dioxaborolane), C1(CCCCC1)P(C1CCCCC1)C1CCCCC1 (tricyclohexylphosphine). Reagents/catalysts: C=1C=CC(=CC1)/C=C/C(=O)/C=C/C2=CC=CC=C2.C=1C=CC(=CC1)/C=C/C(=O)/C=C/C2=CC=CC=C2.C=1C=CC(=CC1)/C=C/C(=O)/C=C/C2=CC=CC=C2.[Pd].[Pd] (tris(dibenzylideneacetone)dipalladium). The solvent is O1CCOCC1 (1,4-dioxane), O (water). Reaction conditions: temperature 90 celsius, time 19 hour. Yields the product FC(OC1=CC=C(C=C1)C1=NC=C(C=C1NC1=C(C(=NC2=CC(=CC(=C12)F)F)C1=NC=CC=C1)C)N1CCOCC1)F (N-(2-(4-(difluoromethoxy)phenyl)-5-morpholinopyridin-3-yl)-5,7-difluoro-3-methyl-2-(pyridin-2-yl)quinolin-4-amine). Reaction SMILES: Cl[C:2]1[C:7]([NH:8][C:9]2[C:18]3[C:13](=[CH:14][C:15]([F:20])=[CH:16][C:17]=3[F:19])[N:12]=[C:11]([C:21]3[CH:26]=[CH:25][CH:24]=[CH:23][N:22]=3)[C:10]=2[CH3:27])=[CH:6][C:5]([N:28]2[CH2:33][CH2:32][O:31][CH2:30][CH2:29]2)=[CH:4][N:3]=1.[F:34][CH:35]([F:52])[O:36][C:37]1[CH:42]=[CH:41][C:40](B2OC(C)(C)C(C)(C)O2)=[CH:39][CH:38]=1.C1(P(C2CCCCC2)C2CCCCC2)CCCCC1.[O-]P([O-])([O-])=O.[K+].[K+].[K+]>C1C=CC(/C=C/C(/C=C/C2C=CC=CC=2)=O)=CC=1.C1C=CC(/C=C/C(/C=C/C2C=CC=CC=2)=O)=CC=1.C1C=CC(/C=C/C(/C=C/C2C=CC=CC=2)=O)=CC=1.[Pd].[Pd].O.O1CCOCC1>[F:34][CH:35]([F:52])[O:36][C:37]1[CH:42]=[CH:41][C:40]([C:2]2[C:7]([NH:8][C:9]3[C:18]4[C:13](=[CH:14][C:15]([F:20])=[CH:16][C:17]=4[F:19])[N:12]=[C:11]([C:21]4[CH:26]=[CH:25][CH:24]=[CH:23][N:22]=4)[C:10]=3[CH3:27])=[CH:6][C:5]([N:28]3[CH2:33][CH2:32][O:31][CH2:30][CH2:29]3)=[CH:4][N:3]=2)=[CH:39][CH:38]=1 |f:3.4.5.6,7.8.9.10.11|. Procedure details: N-(2-chloro-5-morpholinopyridin-3-yl)-5,7-difluoro-3-methyl-2-(pyridin-2-yl)-quinolin-4-amine (49.7 mg, 0.11 mmol), 2-(4-(difluoromethoxy)phenyl)-4,4,5,5-tetramethyl-1,3,2-dioxaborolane (58.6 mg, 0.22 mmol), tricyclohexylphosphine (5.1 mg, 0.018 mmol), and tris(dibenzylideneacetone)dipalladium (0) (8.6 mg, 9.4 μmol) were added to a flask then degassed and backfilled with argon. To the flask, 1,4-dioxane (2.0 mL) and aq. 1.3M potassium phosphate tribasic (0.21 mL, 0.27 mmol) were added by syringe...